describe an organic reaction: reactants, conditions, products, and yield From a dataset of the Open Reaction Database (ORD), a public repository of structured organic reaction records. As a reaction SMILES: [CH3:22][c:23]1[c:24]([NH2:32])[c:25]2[cH:26][n:27][nH:28][c:29]2[cH:30][cH:31]1.[CH3:43][CH2:44][O:45][C:46](=[O:47])[CH3:48].[Cl-:42].[F:1][c:2]1[c:3]([O:20][CH3:21])[c:4]([C:8]([CH2:9][C:10]([CH:11]=[O:12])([C:13]([F:14])([F:15])[F:16])[OH:17])([CH3:18])[CH3:19])[cH:5][cH:6][cH:7]1.[Na+:41].[c:33]1([CH3:34])[c:35]([CH3:36])[cH:37][cH:38][cH:39][cH:40]1>>[F:1][c:2]1[c:3]([O:20][CH3:21])[c:4]([C:8]([CH2:9][C:10]([CH:11]=[N:32][c:24]2[c:23]([CH3:22])[cH:31][cH:30][c:29]3[c:25]2[cH:26][n:27][nH:28]3)([C:13]([F:14])([F:15])[F:16])[OH:17])([CH3:18])[CH3:19])[cH:5][cH:6][cH:7]1. Product: COc1c(F)cccc1C(C)(C)CC(O)(C=Nc1c(C)ccc2[nH]ncc12)C(F)(F)F. Starting materials: Cc1ccc2[nH]ncc2c1N, CCOC(C)=O, [Cl-], COc1c(F)cccc1C(C)(C)CC(O)(C=O)C(F)(F)F, [Na+], Cc1ccccc1C.